From a dataset of the Open Reaction Database (ORD), a public repository of structured organic reaction records. describe an organic reaction: reactants, conditions, products, and yield As a reaction SMILES: [CH2:46]1[O:47][CH2:48][CH2:49][CH2:50]1.[N:31]1([CH2:36][CH2:37][NH:38][c:39]2[cH:40][cH:41][c:42]([NH2:45])[cH:43][cH:44]2)[CH2:32][CH2:33][CH2:34][CH2:35]1.[OH:1][CH:2]=[C:3]1[C:4](=[O:30])[NH:5][c:6]2[cH:7][c:8]([C:12](=[O:13])[c:14]3[cH:15][c:16]([NH:20][C:21](=[O:22])[c:23]4[n:24]([CH3:29])[n:25][c:26]([CH3:28])[cH:27]4)[cH:17][cH:18][cH:19]3)[cH:9][cH:10][c:11]21>>[CH:2](=[C:3]1[C:4](=[O:30])[NH:5][c:6]2[cH:7][c:8]([C:12](=[O:13])[c:14]3[cH:15][c:16]([NH:20][C:21](=[O:22])[c:23]4[n:24]([CH3:29])[n:25][c:26]([CH3:28])[cH:27]4)[cH:17][cH:18][cH:19]3)[cH:9][cH:10][c:11]21)[NH:45][c:42]1[cH:41][cH:40][c:39]([NH:38][CH2:37][CH2:36][N:31]2[CH2:32][CH2:33][CH2:34][CH2:35]2)[cH:44][cH:43]1. Product: Cc1cc(C(=O)Nc2cccc(C(=O)c3ccc4c(c3)NC(=O)C4=CNc3ccc(NCCN4CCCC4)cc3)c2)n(C)n1. Reactants: C1CCOC1, Nc1ccc(NCCN2CCCC2)cc1, Cc1cc(C(=O)Nc2cccc(C(=O)c3ccc4c(c3)NC(=O)C4=CO)c2)n(C)n1. Starting materials: CC(C)(C)c1cccc(O)c1, COC(Cl)Cl, ClCCl, Cl, O. Product: CC(C)(C)c1ccc(C=O)c(O)c1. RXN SMILES: [C:1]([CH3:2])([CH3:3])([CH3:4])[c:5]1[cH:6][c:7]([OH:11])[cH:8][cH:9][cH:10]1.[CH3:12][O:13][CH:14]([Cl:15])[Cl:16].[Cl:19][CH2:20][Cl:21].[ClH:17].[OH2:18]>>[C:1]([CH3:2])([CH3:3])([CH3:4])[c:5]1[cH:6][c:7]([OH:11])[c:8]([CH:12]=[O:13])[cH:9][cH:10]1.